This data is from the Open Reaction Database (ORD), a public repository of structured organic reaction records. The task is: describe an organic reaction: reactants, conditions, products, and yield Starting materials: CC(c1ccc(Br)cc1)N1CCC(CCC(N)=O)(c2ccc(F)cc2)OC1=O, COc1ccc(B(O)O)cn1. Yields the product COc1ccc(-c2ccc(C(C)N3CCC(CCC(N)=O)(c4ccc(F)cc4)OC3=O)cc2)cn1. As a reaction SMILES: [Br:1][c:2]1[cH:3][cH:4][c:5]([CH:8]([CH3:9])[N:10]2[C:11](=[O:28])[O:12][C:13]([c:16]3[cH:17][cH:18][c:19]([F:22])[cH:20][cH:21]3)([CH2:23][CH2:24][C:25](=[O:26])[NH2:27])[CH2:14][CH2:15]2)[cH:6][cH:7]1.[CH3:29][O:30][c:31]1[cH:32][cH:33][c:34]([B:37]([OH:38])[OH:39])[cH:35][n:36]1>>[c:2]1(-[c:34]2[cH:33][cH:32][c:31]([O:30][CH3:29])[n:36][cH:35]2)[cH:3][cH:4][c:5]([CH:8]([CH3:9])[N:10]2[C:11](=[O:28])[O:12][C:13]([c:16]3[cH:17][cH:18][c:19]([F:22])[cH:20][cH:21]3)([CH2:23][CH2:24][C:25](=[O:26])[NH2:27])[CH2:14][CH2:15]2)[cH:6][cH:7]1. Starting materials: [OH-].[Na+] (sodium hydroxide), C(C)(=O)S[C@@H]1CN2CCC1CC2 ((3S)-3-(acetylthio)quinuclidine), C(C)(=O)O (acetic acid). The solvent is CO (methanol). Conditions: temperature 25 celsius, time 2 hour. The product is S[C@@H]1CN2CCC1CC2 ((3S)-3-Mercaptoquinuclidine). Isolated yield 53.5%. As a reaction SMILES: [OH-].[Na+].C([S:6][C@H:7]1[CH:12]2[CH2:13][CH2:14][N:9]([CH2:10][CH2:11]2)[CH2:8]1)(=O)C.C(O)(=O)C>CO>[SH:6][C@H:7]1[CH:12]2[CH2:13][CH2:14][N:9]([CH2:10][CH2:11]2)[CH2:8]1 |f:0.1|. Procedure details: 10N aqueous sodium hydroxide solution (30 cc) is added slowly to a solution of (3S)-3-(acetylthio)quinuclidine (29 g) in methanol (30 cc) maintained at approximately 25° C. The reaction mixture is stirred for 2 hours at a temperature in the region of 20° C. The pH of the reaction mixture is then brought to a value in the region of 9 by adding acetic acid (approximately 10 cc). The mixture obtained is extracted with methylene chloride (3×100 cc). The combined organic phases are dried over sodium ...